From a dataset of the Open Reaction Database (ORD), a public repository of structured organic reaction records. describe an organic reaction: reactants, conditions, products, and yield Starting materials: Cc1cc(C(=O)O)ccc1C(=O)N1CCCC1, CO, NC(Cc1c[nH]cn1)c1nc2cc(Cl)ccc2[nH]1, Cl, ClCCl. The product is Cc1cc(C(=O)NC(Cc2c[nH]cn2)c2nc3cc(Cl)ccc3[nH]2)ccc1C(=O)N1CCCC1. As a reaction SMILES: [CH3:19][c:20]1[cH:21][c:22]([C:23](=[O:24])[OH:25])[cH:26][cH:27][c:28]1[C:29](=[O:30])[N:31]1[CH2:32][CH2:33][CH2:34][CH2:35]1.[CH3:37][OH:38].[Cl:1][c:2]1[cH:3][c:4]2[c:5]([nH:6][c:7]([CH:9]([CH2:10][c:11]3[n:12][cH:13][nH:14][cH:15]3)[NH2:16])[n:8]2)[cH:17][cH:18]1.[Cl:36].[Cl:39][CH2:40][Cl:41]>>[Cl:1][c:2]1[cH:3][c:4]2[c:5]([nH:6][c:7]([CH:9]([CH2:10][c:11]3[n:12][cH:13][nH:14][cH:15]3)[NH:16][C:23]([c:22]3[cH:21][c:20]([CH3:19])[c:28]([C:29](=[O:30])[N:31]4[CH2:32][CH2:33][CH2:34][CH2:35]4)[cH:27][cH:26]3)=[O:24])[n:8]2)[cH:17][cH:18]1. The reactants are CC(C)(C)OC(=O)N1CCCC1C(=O)O, ClCCCl, COc1ccc(NC(c2ccc(Cl)cc2CN)C(F)F)cc1, CN(C)C=O. Yields the product COc1ccc(NC(c2ccc(Cl)cc2CNC(=O)C2CCCN2C(=O)OC(C)(C)C)C(F)F)cc1. Reaction SMILES: [C:27](=[O:28])([O:29][C:30]([CH3:31])([CH3:32])[CH3:33])[N:34]1[CH:35]([C:36](=[O:37])[OH:38])[CH2:39][CH2:40][CH2:41]1.[CH2:1]([Cl:2])[CH2:3][Cl:4].[NH2:5][CH2:6][c:7]1[c:8]([CH:14]([CH:15]([F:16])[F:17])[NH:18][c:19]2[cH:20][cH:21][c:22]([O:25][CH3:26])[cH:23][cH:24]2)[cH:9][cH:10][c:11]([Cl:13])[cH:12]1.[O:42]=[CH:43][N:44]([CH3:45])[CH3:46]>>[NH:5]([CH2:6][c:7]1[c:8]([CH:14]([CH:15]([F:16])[F:17])[NH:18][c:19]2[cH:20][cH:21][c:22]([O:25][CH3:26])[cH:23][cH:24]2)[cH:9][cH:10][c:11]([Cl:13])[cH:12]1)[C:36]([CH:35]1[N:34]([C:27](=[O:28])[O:29][C:30]([CH3:31])([CH3:32])[CH3:33])[CH2:41][CH2:40][CH2:39]1)=[O:37].